Dataset: the Open Reaction Database (ORD), a public repository of structured organic reaction records. Task: describe an organic reaction: reactants, conditions, products, and yield Starting materials: O=C([O-])[O-], CC(=O)Oc1cccc(CCCCBr)c1, CC1(C)OCc2cc(C3CN(CCc4ccc(O)cc4)C(=O)O3)ccc2O1, [Cs+], [Cs+], CN(C)C=O. Product: CC(=O)Oc1cccc(CCCCOc2ccc(CCN3CC(c4ccc5c(c4)COC(C)(C)O5)OC3=O)cc2)c1. Reaction SMILES: [C:28](=[O:29])([O-:30])[O-:31].[C:34]([CH3:35])(=[O:36])[O:37][c:38]1[cH:39][c:40]([CH2:44][CH2:45][CH2:46][CH2:47][Br:48])[cH:41][cH:42][cH:43]1.[CH3:1][C:2]1([CH3:27])[O:3][CH2:4][c:5]2[c:6]([cH:8][cH:9][c:10]([CH:12]3[CH2:13][N:14]([CH2:18][CH2:19][c:20]4[cH:21][cH:22][c:23]([OH:26])[cH:24][cH:25]4)[C:15](=[O:17])[O:16]3)[cH:11]2)[O:7]1.[Cs+:32].[Cs+:33].[O:49]=[CH:50][N:51]([CH3:52])[CH3:53]>>[CH3:1][C:2]1([CH3:27])[O:3][CH2:4][c:5]2[c:6]([cH:8][cH:9][c:10]([CH:12]3[CH2:13][N:14]([CH2:18][CH2:19][c:20]4[cH:21][cH:22][c:23]([O:26][CH2:47][CH2:46][CH2:45][CH2:44][c:40]5[cH:39][c:38]([O:37][C:34]([CH3:35])=[O:36])[cH:43][cH:42][cH:41]5)[cH:24][cH:25]4)[C:15](=[O:17])[O:16]3)[cH:11]2)[O:7]1. The product is OCC=1C(NC(=C(C1)C1=CC=NC=C1)C)=O (3-hydroxymethyl-6-methyl-5-(4-pyridinyl)-2(1H)-pyridinone). As a reaction SMILES: [CH3:1][C:2]1[NH:7][C:6](=[O:8])[CH:5]=[CH:4][C:3]=1[C:9]1[CH:14]=[CH:13][N:12]=[CH:11][CH:10]=1.[CH2:15]=[O:16]>>[OH:16][CH2:15][C:5]1[C:6](=[O:8])[NH:7][C:2]([CH3:1])=[C:3]([C:9]2[CH:10]=[CH:11][N:12]=[CH:13][CH:14]=2)[CH:4]=1. The reactants are CC1=C(C=CC(N1)=O)C1=CC=NC=C1 (6-methyl-5-(4-pyridinyl)-2(1H)-pyridinone), C=O (formaldehyde). Procedure details: In another process aspect the invention comprises reacting 6-methyl-5-(4-pyridinyl)-2(1H)-pyridinone with excess formaldehyde at an acidic pH to produce 3-hydroxymethyl-6-methyl-5-(4-pyridinyl)-2(1H)-pyridinone.